Task: describe an organic reaction: reactants, conditions, products, and yield. Dataset: the Open Reaction Database (ORD), a public repository of structured organic reaction records The reactants are C1(=CC=CC=C1)Cl (phenyl chloride), CC1=CC=C(C=C1)C(CC)=O (1-(4-methylphenyl)-1-propanone), C(C)(C)(C)O[Na] (t-BuONa). The reagents and catalysts are C(C)(=O)[O-].[Pd+2].C(C)(=O)[O-] (palladium acetate), COC1=C(C(=CC=C1)N(C1=CC=CC=C1)C)P(C1CCCCC1)C1CCCCC1 (2-Methoxy-6-(N-methyl-N-phenyl-amino)phenyl(dicyclohexyl)phosphine). Solvent: C1(=CC=CC=C1)C (toluene). Product: C1(=CC=CC=C1)C(C(=O)C1=CC=C(C=C1)C)C (2-Phenyl-1-(p-tolyl)-1-propanone). Yield: 97.5%. Reaction SMILES: [C:1]1(Cl)[CH:6]=[CH:5][CH:4]=[CH:3][CH:2]=1.[CH3:8][C:9]1[CH:14]=[CH:13][C:12]([C:15](=[O:18])[CH2:16][CH3:17])=[CH:11][CH:10]=1.C(O[Na])(C)(C)C>C1(C)C=CC=CC=1.C([O-])(=O)C.[Pd+2].C([O-])(=O)C.COC1C=CC=C(N(C)C2C=CC=CC=2)C=1P(C1CCCCC1)C1CCCCC1>[C:1]1([CH:16]([CH3:17])[C:15]([C:12]2[CH:13]=[CH:14][C:9]([CH3:8])=[CH:10][CH:11]=2)=[O:18])[CH:6]=[CH:5][CH:4]=[CH:3][CH:2]=1 |f:4.5.6|. Procedure details: This reaction is carried out in the same manner as the reaction in example 3. The difference is that, the reactants are phenyl chloride (111.0 mg, 0.99 mmol), 1-(4-methylphenyl)-1-propanone (177.8 mg, 1.2 mmol), palladium acetate (6.7 mg, 0.030 mmol), 2-Methoxy-6-(N-methyl-N-phenyl-amino)phenyl(dicyclohexyl)phosphine (18.4 mg, 0.045 mmol), t-BuONa (115.8 mg, 1.2 mmol) in 3 mL dry toluene at 110° C. for 16.5 h. 2-Phenyl-1-(p-tolyl)-1-propanone (216.5 mg, contaminated with 11.9% of 1-(4-methylphen...